Dataset: the Open Reaction Database (ORD), a public repository of structured organic reaction records. Task: describe an organic reaction: reactants, conditions, products, and yield Starting materials: CS(=O)(=O)Cl, Nc1cc(C#Cc2cncc(Cl)c2)ccc1F, ClCCl, c1ccncc1. Product: CS(=O)(=O)Nc1cc(C#Cc2cncc(Cl)c2)ccc1F. RXN SMILES: [CH3:7][S:8]([Cl:9])(=[O:10])=[O:11].[Cl:12][c:13]1[cH:14][c:15]([C:19]#[C:20][c:21]2[cH:22][cH:23][c:24]([F:28])[c:25]([NH2:27])[cH:26]2)[cH:16][n:17][cH:18]1.[Cl:29][CH2:30][Cl:31].[cH:1]1[cH:2][cH:3][n:4][cH:5][cH:6]1>>[CH3:7][S:8](=[O:10])(=[O:11])[NH:27][c:25]1[c:24]([F:28])[cH:23][cH:22][c:21]([C:20]#[C:19][c:15]2[cH:14][c:13]([Cl:12])[cH:18][n:17][cH:16]2)[cH:26]1. Reactants: CCCCCCC, CCOC(C)=O, CCCC=C1CCNCC1, COc1ccc2c(c1)N(CC(C)CI)C(=O)CO2. The product is CCCC=C1CCN(CC(C)CN2C(=O)COc3ccc(OC)cc32)CC1. Reaction SMILES: [CH3:29][CH2:30][CH2:31][CH2:32][CH2:33][CH2:34][CH3:35].[CH3:36][CH2:37][O:38][C:39]([CH3:40])=[O:41].[CH:19]([CH2:20][CH2:21][CH3:22])=[C:23]1[CH2:24][CH2:25][NH:26][CH2:27][CH2:28]1.[I:1][CH2:2][CH:3]([CH2:4][N:5]1[C:6](=[O:17])[CH2:7][O:8][c:9]2[c:10]1[cH:11][c:12]([O:15][CH3:16])[cH:13][cH:14]2)[CH3:18]>>[CH2:2]([CH:3]([CH2:4][N:5]1[C:6](=[O:17])[CH2:7][O:8][c:9]2[c:10]1[cH:11][c:12]([O:15][CH3:16])[cH:13][cH:14]2)[CH3:18])[N:26]1[CH2:25][CH2:24][C:23](=[CH:19][CH2:20][CH2:21][CH3:22])[CH2:28][CH2:27]1. Reported procedure: To a solution of 5-Phenyl-3-(4-piperidinyl)-1H-indole-7-carboxamide (31 mg/0.067 mmol) in CHCl3 (1.0 ml) was added diisopropyl ethylamine (3 eq). The mixture was cooled to −10° C. and then added to 3-thiophenesulfonyl chloride. The solution was agitated for 1.5 h. Solid phase extraction (SPE) using an aminopropyl cartridge (500 mg) and elution with CHCl3 followed by ethyl acetate provided the title compound (19 mg 61%). LC/MS: m/z 465 Rt 2.29 min. Product: C1(=CC=CC=C1)C=1C=C2C(=CNC2=C(C1)C(=O)N)C1CCN(CC1)S(=O)(=O)C1=CSC=C1 (5-phenyl-3-[1-(3-thienylsulfonyl)piperidin-4-yl]-1H-indole-7-carboxamide). Run in C(Cl)(Cl)Cl (CHCl3). Run at temperature -10 celsius, time 1.5 hour. Starting materials: C1(=CC=CC=C1)C=1C=C2C(=CNC2=C(C1)C(=O)N)C1CCNCC1 (5-Phenyl-3-(4-piperidinyl)-1H-indole-7-carboxamide), C(C)(C)N(CC)C(C)C (diisopropyl ethylamine), S1C=C(C=C1)S(=O)(=O)Cl (3-thiophenesulfonyl chloride). Reaction SMILES: [C:1]1([C:7]2[CH:8]=[C:9]3[C:13](=[C:14]([C:16]([NH2:18])=[O:17])[CH:15]=2)[NH:12][CH:11]=[C:10]3[CH:19]2[CH2:24][CH2:23][NH:22][CH2:21][CH2:20]2)[CH:6]=[CH:5][CH:4]=[CH:3][CH:2]=1.C(N(C(C)C)CC)(C)C.[S:34]1[CH:38]=[CH:37][C:36]([S:39](Cl)(=[O:41])=[O:40])=[CH:35]1>C(Cl)(Cl)Cl>[C:1]1([C:7]2[CH:8]=[C:9]3[C:13](=[C:14]([C:16]([NH2:18])=[O:17])[CH:15]=2)[NH:12][CH:11]=[C:10]3[CH:19]2[CH2:24][CH2:23][N:22]([S:39]([C:36]3[CH:37]=[CH:38][S:34][CH:35]=3)(=[O:41])=[O:40])[CH2:21][CH2:20]2)[CH:2]=[CH:3][CH:4]=[CH:5][CH:6]=1. Isolated yield 61.0%. Starting materials: C1=2C(=O)OC(NC1=CC=CC2)=O (isatoic anhydride), Cl.ClCC1=NC=CC=C1 (2-(chloromethyl)pyridine hydrochloride), [H-].[Na+] (sodium hydride), O (Water). Solvent: CN(C)C=O (DMF). Run at time 42 hour. The product is N1=C(C=CC=C1)CN1C(OC(C2=C1C=CC=C2)=O)=O (1-(pyridin-2-ylmethyl)-2H-3,1-benzooxazine-2,4(1H)-dione). Isolated yield 33.8%. RXN SMILES: [C:1]12[C:7](=[CH:8][CH:9]=[CH:10][CH:11]=1)[NH:6][C:5](=[O:12])[O:4][C:2]2=[O:3].Cl.Cl[CH2:15][C:16]1[CH:21]=[CH:20][CH:19]=[CH:18][N:17]=1.[H-].[Na+].O>CN(C=O)C>[N:17]1[CH:18]=[CH:19][CH:20]=[CH:21][C:16]=1[CH2:15][N:6]1[C:7]2[CH:8]=[CH:9][CH:10]=[CH:11][C:1]=2[C:2](=[O:3])[O:4][C:5]1=[O:12] |f:1.2,3.4|. Reported procedure: To a solution of isatoic anhydride (25.4 g, 0.156 mol) in DMF (300 mL) were added 2-(chloromethyl)pyridine hydrochloride (28.1 g, 0.171 mol) and sodium hydride (66% in oil, 12.5 g, 0.34 mol) under ice-cooling. The obtained mixture was stirred at room temperature for 42 hr. Water (750 mL) was added to the reaction mixture and the mixture was ice-cooled. The precipitated solid was collected by filtration, and recrystallized from acetone-diisopropyl ether to give the title compound (13.4 g, 34%). The reactants are CC1(C)CC(c2cccc(Br)c2)Nc2c(Cl)cc(C#N)cc21, O=C([O-])[O-], CS(C)=O, [Cu]I, [K+], [K+], NC1(C(=O)O)CC1. The product is CC1(C)CC(c2cccc(NC3(C(=O)O)CC3)c2)Nc2c(Cl)cc(C#N)cc21. Reaction SMILES: [Br:1][c:2]1[cH:3][c:4]([CH:8]2[NH:9][c:10]3[c:11]([Cl:22])[cH:12][c:13]([C:20]#[N:21])[cH:14][c:15]3[C:16]([CH3:18])([CH3:19])[CH2:17]2)[cH:5][cH:6][cH:7]1.[C:30](=[O:31])([O-:32])[O-:33].[CH3:36][S:37](=[O:38])[CH3:39].[Cu:40][I:41].[K+:34].[K+:35].[NH2:23][C:24]1([C:27](=[O:28])[OH:29])[CH2:25][CH2:26]1>>[c:2]1([NH:23][C:24]2([C:27](=[O:28])[OH:29])[CH2:25][CH2:26]2)[cH:3][c:4]([CH:8]2[NH:9][c:10]3[c:11]([Cl:22])[cH:12][c:13]([C:20]#[N:21])[cH:14][c:15]3[C:16]([CH3:18])([CH3:19])[CH2:17]2)[cH:5][cH:6][cH:7]1. Reactants: COC(\C=C/C(=O)O)=O (maleic acid-monomethyl ester), CN(CCN)C (2-dimethylaminoethylamine). Run in C(C)N(CC)CC (triethylamine). The product is COC(C[C@H](NCCN(C)C)C(=O)O)=O (N-(2'-Dimethylaminoethyl)-aspartic acid-4-methyl ester). The yield is 33.2%. RXN SMILES: [CH3:1][O:2][C:3](=[O:9])/[CH:4]=[CH:5]\[C:6]([OH:8])=[O:7].[CH3:10][N:11]([CH3:15])[CH2:12][CH2:13][NH2:14]>C(N(CC)CC)C>[CH3:1][O:2][C:3](=[O:9])[CH2:4][C@@H:5]([C:6]([OH:8])=[O:7])[NH:14][CH2:13][CH2:12][N:11]([CH3:15])[CH3:10]. Procedure details: 28.6 g (0.22 mol) of maleic acid-monomethyl ester, 40 ml of triethylamine and 17.6 g (0.20 mol) of 2-dimethylaminoethylamine are reacted in a manner analogous to that described in Example 1. Further processing according to Example 1 yields 14.5 g (33.2% of theory) of a crystalline aspartic acid derivative, which melts at 164° to 166°.